Dataset: the Open Reaction Database (ORD), a public repository of structured organic reaction records. Task: describe an organic reaction: reactants, conditions, products, and yield The reactants are [ 1 ], ClC1=NC=NC2=CC(=C(C=C12)OC)OC (4-chloro-6,7-dimethoxyquinazoline), OC1=CC(=C(C=C1)CC(=O)O)OC (2-(4-hydroxy-2-methoxyphenyl)acetic acid). Yields the product COC=1C=C2C(=NC=NC2=CC1OC)OC1=CC(=C(C=C1)CC(=O)O)OC (2-[4-(6,7-dimethoxyquinazolin-4-yloxy)-2-methoxyphenyl]acetic acid). The yield is 87.0%. RXN SMILES: Cl[C:2]1[C:11]2[C:6](=[CH:7][C:8]([O:14][CH3:15])=[C:9]([O:12][CH3:13])[CH:10]=2)[N:5]=[CH:4][N:3]=1.[OH:16][C:17]1[CH:22]=[CH:21][C:20]([CH2:23][C:24]([OH:26])=[O:25])=[C:19]([O:27][CH3:28])[CH:18]=1>>[CH3:13][O:12][C:9]1[CH:10]=[C:11]2[C:6](=[CH:7][C:8]=1[O:14][CH3:15])[N:5]=[CH:4][N:3]=[C:2]2[O:16][C:17]1[CH:22]=[CH:21][C:20]([CH2:23][C:24]([OH:26])=[O:25])=[C:19]([O:27][CH3:28])[CH:18]=1. Reported procedure: Using an analogous procedure to that described in the portion of Note [1] below Example 8 that is concerned with the preparation of starting materials, 4-chloro-6,7-dimethoxyquinazoline was reacted with 2-(4-hydroxy-2-methoxyphenyl)acetic acid to give 2-[4-(6,7-dimethoxyquinazolin-4-yloxy)-2-methoxyphenyl]acetic acid in 87% yield; 1H NMR: (DMSOd6) 3.55 (s, 2H), 3.75 (s, 3H), 3.98 (s, 3H), 3.99 (s, 3H), 6.83 (d, 1H), 6.97 (s, 1H), 7.27 (d, 1H), 7.39 (s, 1H), 7.55 (s, 1H), 8.57 (s, 1H); Mass Spect... Reactants: FC1=C(C(=CC=C1)F)C(C)N=[N+]=[N-] (1-(2,6-difluorophenyl)ethyl azide), C(#CC)C(=O)O (propinecarboxylic acid). Solvent: C1(=CC=CC=C1)C (toluene). Yields the product FC1=C(C(=CC=C1)F)C(C)N1N=NC(=C1)C(=O)O (1-(2,6-difluorophenyl)ethyl-1H-1,2,3-triazole-4-carboxylic acid). Reaction SMILES: [F:1][C:2]1[CH:7]=[CH:6][CH:5]=[C:4]([F:8])[C:3]=1[CH:9]([N:11]=[N+:12]=[N-:13])[CH3:10].[C:14]([C:17]([OH:19])=[O:18])#[C:15]C>C1(C)C=CC=CC=1>[F:1][C:2]1[CH:7]=[CH:6][CH:5]=[C:4]([F:8])[C:3]=1[CH:9]([N:11]1[CH:15]=[C:14]([C:17]([OH:19])=[O:18])[N:13]=[N:12]1)[CH3:10]. Reported procedure: 6.5 g (35 millimoles) of 1-(2,6-difluorophenyl)ethyl azide and 2.45 g (35 millimoles) of propinecarboxylic acid in 50 ml of toluene are heated for 24 hours to 60°-70° C. The cooled reaction mixture is extracted with 100 ml of 1N sodium hydroxide solution and the extract is acidified with hydrochloric acid to give 1-[1-(2,6-difluorophenyl)ethyl-1H-1,2,3-triazole-4-carboxylic acid with a melting point of 135°-138° C. (dec.). 7.1 g (26.6 millimoles) of 1-[1-(2,6-difluorophenyl)ethyl]-1H-1,2,3-triaz...